The task is: describe an organic reaction: reactants, conditions, products, and yield. This data is from the Open Reaction Database (ORD), a public repository of structured organic reaction records. Reactants: ICC[C@H](C1=CC=CC=C1)OC1=CC=CC=2C=C(SC21)C#N (7-{[(1R)-3-iodo-1-phenylpropyl]oxy}-1-benzothiophene-2-carbonitrile), CN (methylamine), base, C(\C=C\C(=O)O)(=O)O (fumaric acid). Run in O1CCCC1 (tetrahydrofuran), CO (methanol), CO (methanol). Reaction conditions: time 16 hour. The product is C(\C=C\C(=O)O)(=O)O.S1C(=CC2=C1C(=CC=C2)O[C@H](CCNC)C2=CC=CC=C2)C#N ((3R)-3-[(1-Benzothien-2-carbonitrile-7-yl)oxy]-N-methyl-3-phenyl-1-propanamine fumarate). Yield: 74.0%. As a reaction SMILES: I[CH2:2][CH2:3][C@@H:4]([O:11][C:12]1[C:20]2[S:19][C:18]([C:21]#[N:22])=[CH:17][C:16]=2[CH:15]=[CH:14][CH:13]=1)[C:5]1[CH:10]=[CH:9][CH:8]=[CH:7][CH:6]=1.[CH3:23][NH2:24].[C:25]([OH:32])(=[O:31])/[CH:26]=[CH:27]/[C:28]([OH:30])=[O:29]>O1CCCC1.CO>[C:25]([OH:32])(=[O:31])/[CH:26]=[CH:27]/[C:28]([OH:30])=[O:29].[S:19]1[C:20]2[C:12]([O:11][C@@H:4]([C:5]3[CH:10]=[CH:9][CH:8]=[CH:7][CH:6]=3)[CH2:3][CH2:2][NH:24][CH3:23])=[CH:13][CH:14]=[CH:15][C:16]=2[CH:17]=[C:18]1[C:21]#[N:22] |f:5.6|. Reported procedure: To a solution of 7-{[(1R)-3-iodo-1-phenylpropyl]oxy}-1-benzothiophene-2-carbonitrile (156 mg, 0.37 mmol) in tetrahydrofuran (1.5 mL) was added 40% aqueous methylamine (0.5 mL) and the solution was stirred at room temperature for 16 hours. The solvent removed in vacuo and the residue purified by flash chromatography with a gradient of 0–15% methanol in dichloromethane. To a solution of free base (96 mg, 0.3 mmol) in methanol (1 mL) and added a warm solution of fumaric acid (26 mg, 0.3 mmol) in me...